The task is: describe an organic reaction: reactants, conditions, products, and yield. This data is from the Open Reaction Database (ORD), a public repository of structured organic reaction records. The reactants are CNC1=NC=C(C=C1N)C(F)(F)F (N2-methyl-5-trifluoromethylpyridine-2,3-diamine), C(C)SC1=C(SC(=C1)C(F)(F)F)C(=O)O (3-ethylthio-5-trifluoromethylthiophene-2-carboxylic acid), CCN=C=NCCCN(C)C.Cl (EDCI hydrochloride), N1=CC=CC=C1 (pyridine). Reagents/catalysts: C=1C=CC2=C(C1)N=NN2O (HOBt). Run in O (Water). Run at temperature 80 celsius, time 6 hour. Yields the product C(C)SC1=C(SC(=C1)C(F)(F)F)C1=NC=2C(=NC=C(C2)C(F)(F)F)N1C (2-(3-ethylthio-5-trifluoromethylthiophen-2-yl)-3-methyl-6-t rifluoromethyl-3H-imidazo[4,5,b]pyridine). The yield is 116.2%. Reaction SMILES: [CH3:1][NH:2][C:3]1[C:8]([NH2:9])=[CH:7][C:6]([C:10]([F:13])([F:12])[F:11])=[CH:5][N:4]=1.[CH2:14]([S:16][C:17]1[CH:21]=[C:20]([C:22]([F:25])([F:24])[F:23])[S:19][C:18]=1[C:26](O)=O)[CH3:15].CCN=C=NCCCN(C)C.Cl.N1C=CC=CC=1>C1C=CC2N(O)N=NC=2C=1.O>[CH2:14]([S:16][C:17]1[CH:21]=[C:20]([C:22]([F:25])([F:24])[F:23])[S:19][C:18]=1[C:26]1[N:2]([CH3:1])[C:3]2=[N:4][CH:5]=[C:6]([C:10]([F:11])([F:12])[F:13])[CH:7]=[C:8]2[N:9]=1)[CH3:15] |f:2.3|. Procedure details: A mixture of 0.12 g of N2-methyl-5-trifluoromethylpyridine-2,3-diamine, 0.2 g of 3-ethylthio-5-trifluoromethylthiophene-2-carboxylic acid, 0.15 g of EDCI hydrochloride, 9 mg of HOBt and 3 ml of pyridine was stirred at 80° C. for 6 hours. Water was poured into the cooled reaction mixture, and the mixture was extracted with ethyl acetate. The organic layer was washed with water and dried over anhydrous magnesium sulfate, then concentrated under reduced pressure and applied to a silica gel column c... The reactants are OC1=C(C(=NC2=C(C=CC=C12)C(F)(F)F)COC)C(=O)NC=1SC=CN1 (4-hydroxy-2-methoxymethyl-N-(2-thiazolyl)-8-trifluoromethyl-3-quinoline-carboxamide), [B] (boron), ice, O (water). Solvent: C(Cl)Cl (methylene chloride), C(Cl)Cl (methylene chloride). Reaction conditions: time 8 hour. The product is OC1=C(C(=NC2=C(C=CC=C12)C(F)(F)F)CO)C(=O)NC=1SC=CN1 (4-hydroxy-2-hydroxymethyl-N-(2-thiazolyl)-8-trifluorometyl-3-quinoline-carboxamide). The yield is 82.9%. RXN SMILES: [B].[OH:2][C:3]1[C:12]2[C:7](=[C:8]([C:13]([F:16])([F:15])[F:14])[CH:9]=[CH:10][CH:11]=2)[N:6]=[C:5]([CH2:17][O:18]C)[C:4]=1[C:20]([NH:22][C:23]1[S:24][CH:25]=[CH:26][N:27]=1)=[O:21].O>C(Cl)Cl>[OH:2][C:3]1[C:12]2[C:7](=[C:8]([C:13]([F:14])([F:16])[F:15])[CH:9]=[CH:10][CH:11]=2)[N:6]=[C:5]([CH2:17][OH:18])[C:4]=1[C:20]([NH:22][C:23]1[S:24][CH:25]=[CH:26][N:27]=1)=[O:21]. Procedure details: A solution of 4 ml of boron tribomide in 30 ml of methylene chloride was added with stirring at -70° C. to a solution of 2.88 g of the product of Example 3 in 75 ml of methylene chloride and the mixture stood overnight with stirring while the temperature was allowed to rise to -20° C. The mixture was poured into 500 ml of ice and water and the mixture was stirred for 20 minutes and was vacuum filtered. The product was washed with water until the pH was 5 to 6 and was dried under reduced pressure... The reactants are CN(C)CCN(C)c1ccc([N+](=O)[O-])cc1, [Zn]. Yields the product CN(C)CCN(C)c1ccc(N)cc1. As a reaction SMILES: [CH3:1][N:2]([CH2:3][CH2:4][N:5]([c:6]1[cH:7][cH:8][c:9]([N+:12]([O-:13])=[O:14])[cH:10][cH:11]1)[CH3:15])[CH3:16].[Zn:17]>>[CH3:1][N:2]([CH2:3][CH2:4][N:5]([c:6]1[cH:7][cH:8][c:9]([NH2:12])[cH:10][cH:11]1)[CH3:15])[CH3:16]. Reactants: 58.5, OC1=CC2=C(C(C=C(O2)C(=O)OCC)=O)C=C1 (ethyl 7-hydroxy-4-oxo-4H-1-benzopyran-2-carboxylate), BrCCCOC(CC1=CC=CC=C1)C (2-(3-bromopropoxy) propylbenzene), C([O-])([O-])=O.[K+].[K+] (potassium carbonate), CC(=O)C (acetone). The solvent is C(Cl)(Cl)Cl (chloroform). Conditions: time 2 day. The product is 18.4, O=C1C=C(OC2=C1C=CC(=C2)OCCCOC2=C(C=CC=C2)CCC)C(=O)OCC (ethyl 4-oxo-7-(3-[2-propylphenoxy]-propoxy)-4H-1-benzopyran-2-carboxylate). Reaction SMILES: [OH:1][C:2]1[CH:17]=[CH:16][C:5]2[C:6](=[O:15])[CH:7]=[C:8]([C:10]([O:12][CH2:13][CH3:14])=[O:11])[O:9][C:4]=2[CH:3]=1.BrCCCO[CH:23]([CH3:31])[CH2:24][C:25]1[CH:30]=[CH:29][CH:28]=[CH:27][CH:26]=1.[C:32](=[O:35])([O-])[O-].[K+].[K+].[CH3:38][C:39](C)=O>C(Cl)(Cl)Cl>[O:15]=[C:6]1[C:5]2[CH:16]=[CH:17][C:2]([O:1][CH2:38][CH2:39][CH2:32][O:35][C:30]3[CH:29]=[CH:28][CH:27]=[CH:26][C:25]=3[CH2:24][CH2:23][CH3:31])=[CH:3][C:4]=2[O:9][C:8]([C:10]([O:12][CH2:13][CH3:14])=[O:11])=[CH:7]1 |f:2.3.4|. Procedure details: A mixture of 58.5 parts of ethyl 7-hydroxy-4-oxo-4H-1-benzopyran-2-carboxylate, 64.25 parts of 2-(3-bromopropoxy) propylbenzene, 17.25 parts of anhydrous potassium carbonate and 1000 parts of acetone was refluxed, with stirring, for 21/2 days and the hot solution filtered. The residue was washed with hot acetone and the combined filtrates evaporated to give an oil which was dissolved in chloroform. The resulting solution was washed with 1N sodium hydroxide solution and then dried. Evaporation of... Reactants: O=C([O-])[O-], CN(C)C=O, C[Si](C)(C)c1ccc(CBr)cc1, CCn1ncc(O)c(Cl)c1=O, [K+], [K+], O. Product: CCn1ncc(OCc2ccc([Si](C)(C)C)cc2)c(Cl)c1=O. As a reaction SMILES: [C:1](=[O:2])([O-:3])[O-:4].[CH3:31][N:32]([CH3:33])[CH:34]=[O:35].[CH3:7][Si:8]([c:9]1[cH:10][cH:11][c:12]([CH2:13][Br:14])[cH:15][cH:16]1)([CH3:17])[CH3:18].[Cl:19][c:20]1[c:21](=[O:29])[n:22]([CH2:27][CH3:28])[n:23][cH:24][c:25]1[OH:26].[K+:5].[K+:6].[OH2:30]>>[CH3:7][Si:8]([c:9]1[cH:10][cH:11][c:12]([CH2:13][O:26][c:25]2[c:20]([Cl:19])[c:21](=[O:29])[n:22]([CH2:27][CH3:28])[n:23][cH:24]2)[cH:15][cH:16]1)([CH3:17])[CH3:18]. The reactants are O=C1CCC(=O)N1Br, ClC(Cl)(Cl)Cl, Cc1ccc(C=Cc2ccc(Cl)cc2)cc1. Yields the product Clc1ccc(C=Cc2ccc(CBr)cc2)cc1. As a reaction SMILES: [Br:17][N:18]1[C:19](=[O:20])[CH2:21][CH2:22][C:23]1=[O:24].[C:25]([Cl:26])([Cl:27])([Cl:28])[Cl:29].[Cl:1][c:2]1[cH:3][cH:4][c:5]([CH:8]=[CH:9][c:10]2[cH:11][cH:12][c:13]([CH3:16])[cH:14][cH:15]2)[cH:6][cH:7]1>>[Cl:1][c:2]1[cH:3][cH:4][c:5]([CH:8]=[CH:9][c:10]2[cH:11][cH:12][c:13]([CH2:16][Br:17])[cH:14][cH:15]2)[cH:6][cH:7]1. Procedure: Acetyl morpholine (546 ul, 4.72 mmole) was dissolved in 10 ml dry tetrahydrofuran in an oven dried 50 ml two neck round bottom flask under nitrogen. The solution was cooled to 0° C. and was treated slowly dropwise with lithium diisopropylamide (3.2 ml, 4.72 mmole). The mixture was stirred 30 minutes at 0° C. and was treated with methyl-2-benzyloxyphenyl propiolate (600 mg, 2.25 mmole) in 2 ml dry tetrahydrofuran. The reaction mixture was stirred for 1 hour at 0° C. and was diluted with 10 ml wat... Reactants: C(C#C)(=O)OC1=C(C(=CC=C1)C)OCC1=CC=CC=C1 (methyl-2-benzyloxyphenyl propiolate), O1CCCC1 (tetrahydrofuran), C(C)(C)[N-]C(C)C.[Li+] (lithium diisopropylamide), C(C)(=O)N1CCOCC1 (Acetyl morpholine), O1CCCC1 (tetrahydrofuran). Conditions: temperature 0 celsius, time 30 minute. Yields the product N1CCOCC1.C(C1=CC=CC=C1)OC1=C(C=CC=C1)C#CC(CC(=O)N)=O (morpholine 5-(2-Benzyloxyphenyl)-3-oxo-pent-4-ynamide). Run in O (water). Isolated yield 61.0%. Reaction SMILES: [C:1]([N:4]1[CH2:9][CH2:8][O:7][CH2:6][CH2:5]1)(=[O:3])[CH3:2].C([N-]C(C)C)(C)C.[Li+].C(O[C:23]1[CH:28]=[CH:27][CH:26]=[C:25]([CH3:29])[C:24]=1[O:30][CH2:31][C:32]1[CH:37]=[CH:36][CH:35]=[CH:34][CH:33]=1)(=O)C#C.[O:38]1CC[CH2:40][CH2:39]1>O>[NH:4]1[CH2:9][CH2:8][O:7][CH2:6][CH2:5]1.[CH2:31]([O:30][C:24]1[CH:23]=[CH:28][CH:27]=[CH:26][C:25]=1[C:29]#[C:40][C:39](=[O:38])[CH2:2][C:1]([NH2:4])=[O:3])[C:32]1[CH:33]=[CH:34][CH:35]=[CH:36][CH:37]=1 |f:1.2,6.7|. RXN SMILES: [C:1]([Si:2]([c:3]1[cH:4][cH:5][cH:44][cH:45][cH:46]1)([O:6][c:7]1[cH:8][cH:9][c:10]([O:11][CH2:12][CH:13]([CH2:14][NH:15][CH2:16][CH2:17][c:18]2[cH:19][cH:20][c:21]([NH:22][c:23]3[n:24][cH:25][cH:26][cH:27][c:28]3[NH:29][C:30](=[O:31])[NH:32][CH2:33][CH2:34][CH2:35][CH2:36][CH2:37][CH3:38])[cH:39][cH:40]2)[OH:41])[cH:42][cH:43]1)[c:47]1[cH:48][cH:49][cH:50][cH:51][cH:52]1)([CH3:53])([CH3:54])[CH3:55].[CH3:56][OH:57].[CH:58]([Cl:59])([Cl:60])[Cl:61]>>[OH:6][c:7]1[cH:8][cH:9][c:10]([O:11][CH2:12][CH:13]([CH2:14][NH:15][CH2:16][CH2:17][c:18]2[cH:19][cH:20][c:21]([NH:22][c:23]3[n:24][cH:25][cH:26][cH:27][c:28]3[NH:29][C:30](=[O:31])[NH:32][CH2:33][CH2:34][CH2:35][CH2:36][CH2:37][CH3:38])[cH:39][cH:40]2)[OH:41])[cH:42][cH:43]1. The reactants are CCCCCCNC(=O)Nc1cccnc1Nc1ccc(CCNCC(O)COc2ccc(O[Si](c3ccccc3)(c3ccccc3)C(C)(C)C)cc2)cc1, CO, ClC(Cl)Cl. Product: CCCCCCNC(=O)Nc1cccnc1Nc1ccc(CCNCC(O)COc2ccc(O)cc2)cc1. Starting materials: resultant mixture, S(O)(O)(=O)=O (sulfuric acid), S(=O)([O-])[O-].[Na+].[Na+] (sodium sulfite), Cl[O-].[Na+] (sodium hypochlorite), [OH-].[Na+] (sodium hydroxide), C(CCCCCCC)C1CC2=CC=C(C=C2C1)C(C)=O (2-octyl-5-acetylindan). Solvent: O (water), O1CCOCC1 (1,4-dioxane). Reaction conditions: temperature 25 celsius, time 6 hour. The product is C(CCCCCCC)C1CC2=CC=C(C=C2C1)C(=O)O (2-octylindan-5-carboxylic acid). Isolated yield 77.3%. RXN SMILES: [CH2:1]([CH:9]1[CH2:17][C:16]2[C:11](=[CH:12][CH:13]=[C:14]([C:18](=[O:20])C)[CH:15]=2)[CH2:10]1)[CH2:2][CH2:3][CH2:4][CH2:5][CH2:6][CH2:7][CH3:8].Cl[O-].[Na+].[OH-].[Na+].S([O-])([O-])=[O:27].[Na+].[Na+].S(=O)(=O)(O)O>O.O1CCOCC1>[CH2:1]([CH:9]1[CH2:17][C:16]2[C:11](=[CH:12][CH:13]=[C:14]([C:18]([OH:20])=[O:27])[CH:15]=2)[CH2:10]1)[CH2:2][CH2:3][CH2:4][CH2:5][CH2:6][CH2:7][CH3:8] |f:1.2,3.4,5.6.7|. Procedure: In a 3 liter-reaction vessel, 50 g (1.84×10-1M) of the above-prepared 2-octyl-5-acetylindan and 500 ml of 1,4-dioxane were placed and warmed to 25° C. To the mixture, a mixture solution of 482 g of 10% -sodium hypochlorite aqueous solution and 178 g of 25%-sodium hydroxide aqueous solution was added dropwise in 30 minutes at about 30° C., followed by stirring for 6 hours at 60° C. After the reaction, the reaction mixture was cooled to 40° C. and then a solution of 22 g of sodium sulfite in 750 m... The reactants are FC(C1=C(C=CC=C1)B(O)O)(F)F (2-(trifluoromethyl)phenylboronic acid), BrC1=CC=2[C@@H]3[C@H](CNC2C(=C1)OC)CN(C3)C(=O)OC(C)(C)C ((±)-cis-tert-Butyl 8-bromo-6-methoxy-3,3a,4,5-tetrahydro-1H-pyrrolo [3,4-c]quinoline-2(9bH)-carboxylate). Product: COC1=CC(=CC=2[C@@H]3[C@H](CNC12)CNC3)C3=C(C=CC=C3)C(F)(F)F ((±)-cis 6-Methoxy-8-(2-(trifluoromethyl)phenyl)-2,3,3a,4,5,9b-hexahydro-1H-pyrrolo [3,4-c]quinoline). As a reaction SMILES: [F:1][C:2]([F:13])([F:12])[C:3]1[CH:8]=[CH:7][CH:6]=[CH:5][C:4]=1B(O)O.Br[C:15]1[CH:24]=[C:23]([O:25][CH3:26])[C:22]2[NH:21][CH2:20][C@@H:19]3[CH2:27][N:28](C(OC(C)(C)C)=O)[CH2:29][C@@H:18]3[C:17]=2[CH:16]=1>>[CH3:26][O:25][C:23]1[C:22]2[NH:21][CH2:20][C@@H:19]3[CH2:27][NH:28][CH2:29][C@@H:18]3[C:17]=2[CH:16]=[C:15]([C:4]2[CH:5]=[CH:6][CH:7]=[CH:8][C:3]=2[C:2]([F:13])([F:12])[F:1])[CH:24]=1. Procedure details: Following the procedures described in Example 12, except that 2-(trifluoromethyl)phenylboronic acid was used instead of phenylboronic acid, (±)-cis-tert-butyl 8-bromo-6-methoxy-3,3a,4,5-tetrahydro-1H-pyrrolo[3,4-c]quinoline-2(9bH)-carboxylate from Example 11, Part A was converted into the title compound of Example 13. 1H NMR (CDCl3): δ 7.73 (d, 1H, J=7.7 Hz), 7.57-7.52 (m, 1H), 7.46-7.40 (m, 1H), 7.36 (d, 1H, J=7.4 Hz), 6.68 (s, 1H), 6.66 (s, 1H), 4.51 (broad s, 1H), 3.85 (s, 3H), 3.65-3.30 (ove...